This data is from the Open Reaction Database (ORD), a public repository of structured organic reaction records. The task is: describe an organic reaction: reactants, conditions, products, and yield Procedure: A suspension of 50 g gluconolactone in 500 ml of isopropanol/methanol (4/1) was treated with 23.8 ml of a 40% N-methylamine solution for 30 minutes. The N-methylgluconamide obtained in quantitative yields, was treated at 60° C. with 69 ml acetic anhydride and 35 ml acetic acid in the presence of 1% concentrated sulphuric acid. RXN SMILES: [CH2:1]([OH:12])[C@H:2]1[O:8][C:6](=[O:7])[C@H:5]([OH:9])[C@@H:4]([OH:10])[C@@H:3]1[OH:11].[CH3:13][NH2:14]>C(O)(C)C.CO>[CH3:13][NH:14][C:6]([C@@H:5]([C@H:4]([C@@H:3]([C@@H:2]([CH2:1][OH:12])[OH:8])[OH:11])[OH:10])[OH:9])=[O:7] |f:2.3|. Reactants: C([C@@H]1[C@H]([C@@H]([C@H](C(=O)O1)O)O)O)O (gluconolactone), CN (N-methylamine). Solvent: C(C)(C)O.CO (isopropanol methanol). Product: CNC(=O)[C@H](O)[C@@H](O)[C@H](O)[C@H](O)CO (N-methylgluconamide). Reactants: ClC(Cl)Cl, [N-]=[N+]=[N-], [NH4+], [Na+], COC(=O)c1coc2c1C(=O)CCC2, [OH-], O, O=S(=O)(O)O. Yields the product COC(=O)c1coc2c1NC(=O)CCC2. As a reaction SMILES: [CH:26]([Cl:27])([Cl:28])[Cl:29].[N-:16]=[N+:17]=[N-:18].[NH4+:25].[Na+:15].[O:1]=[C:2]1[CH2:3][CH2:4][CH2:5][c:6]2[c:7]1[c:8]([C:11](=[O:12])[O:13][CH3:14])[cH:9][o:10]2.[OH-:24].[OH2:30].[S:19](=[O:20])(=[O:21])([OH:22])[OH:23]>>[O:1]=[C:2]1[CH2:3][CH2:4][CH2:5][c:6]2[c:7]([c:8]([C:11](=[O:12])[O:13][CH3:14])[cH:9][o:10]2)[NH:16]1. Starting materials: O=C([O-])[O-], C=CCBr, [Cs+], [Cs+], C1CCOC1, COC(=O)C1CC(Oc2cccc(O)n2)CN1C(=O)OC(C)(C)C. Product: C=CCOc1cccc(OC2CC(C(=O)OC)N(C(=O)OC(C)(C)C)C2)n1. As a reaction SMILES: [C:29](=[O:30])([O-:31])[O-:32].[CH2:25]([CH:26]=[CH2:27])[Br:28].[Cs+:33].[Cs+:34].[O:35]1[CH2:36][CH2:37][CH2:38][CH2:39]1.[OH:1][c:2]1[cH:3][cH:4][cH:5][c:6]([O:8][CH:9]2[CH2:10][CH:11]([C:21](=[O:22])[O:23][CH3:24])[N:12]([C:14](=[O:15])[O:16][C:17]([CH3:18])([CH3:19])[CH3:20])[CH2:13]2)[n:7]1>>[O:1]([c:2]1[cH:3][cH:4][cH:5][c:6]([O:8][CH:9]2[CH2:10][CH:11]([C:21](=[O:22])[O:23][CH3:24])[N:12]([C:14](=[O:15])[O:16][C:17]([CH3:18])([CH3:19])[CH3:20])[CH2:13]2)[n:7]1)[CH2:27][CH:26]=[CH2:25]. Reactants: C(C)OC1=C(C=C2C(=C(C(=NC2=C1)C1=CC(=CC=C1)C(F)(F)F)C)C(=O)OC)S(=O)(=O)CC (methyl 7-(ethyloxy)-6-(ethylsulfonyl)-3-methyl-2-[3-(trifluoromethyl)phenyl]-4-quinolinecarboxylate), BrN1C(CCC1=O)=O (N-bromosuccinimide), diphenylperoxyanhydride. The solvent is C(Cl)(Cl)(Cl)Cl (carbon tetrachloride). Reaction conditions: temperature 100 celsius. The product is BrCC=1C(=NC2=CC(=C(C=C2C1C(=O)OC)S(=O)(=O)CC)OCC)C1=CC(=CC=C1)C(F)(F)F (methyl 3-(bromomethyl)-7-(ethyloxy)-6-(ethylsulfonyl)-2-[3-(trifluoromethyl)phenyl]-4-quinolinecarboxylate). RXN SMILES: [CH2:1]([O:3][C:4]1[CH:13]=[C:12]2[C:7]([C:8]([C:25]([O:27][CH3:28])=[O:26])=[C:9]([CH3:24])[C:10]([C:14]3[CH:19]=[CH:18][CH:17]=[C:16]([C:20]([F:23])([F:22])[F:21])[CH:15]=3)=[N:11]2)=[CH:6][C:5]=1[S:29]([CH2:32][CH3:33])(=[O:31])=[O:30])[CH3:2].[Br:34]N1C(=O)CCC1=O>C(Cl)(Cl)(Cl)Cl>[Br:34][CH2:24][C:9]1[C:10]([C:14]2[CH:19]=[CH:18][CH:17]=[C:16]([C:20]([F:23])([F:21])[F:22])[CH:15]=2)=[N:11][C:12]2[C:7]([C:8]=1[C:25]([O:27][CH3:28])=[O:26])=[CH:6][C:5]([S:29]([CH2:32][CH3:33])(=[O:31])=[O:30])=[C:4]([O:3][CH2:1][CH3:2])[CH:13]=2. Reported procedure: A mixture of methyl 7-(ethyloxy)-6-(ethylsulfonyl)-3-methyl-2-[3-(trifluoromethyl)phenyl]-4-quinolinecarboxylate (9.11 g, 18.92 mmol), N-bromosuccinimide (4.38 g, 24.60 mmol) and diphenylperoxyanhydride (0.458 g, 1.892 mmol) in carbon tetrachloride (100 mL) was heated to 100° C. overnight. The mixture was cooled to room temperature and the solvent was removed under reduced pressure to afford methyl 3-(bromomethyl)-7-(ethyloxy)-6-(ethylsulfonyl)-2-[3-(trifluoromethyl)phenyl]-4-quinolinecarboxylat... Starting materials: C[Si](C)(C)OS(=O)(=O)Cl, ClCCl, c1ccncc1. Product: O=S(=O)=O, c1ccncc1. Reaction SMILES: [CH3:7][Si:8]([O:9][S:10](=[O:11])(=[O:12])[Cl:15])([CH3:13])[CH3:14].[Cl:16][CH2:17][Cl:18].[cH:1]1[cH:2][cH:3][n:4][cH:5][cH:6]1>>[O:9]=[S:10](=[O:11])=[O:12].[cH:1]1[cH:2][cH:3][n:4][cH:5][cH:6]1. Starting materials: CC12CC3OC3CC1CCC1C2CCC2(C)C(O)C(N3CCC(O)CC3)CC12, OC1CCNCC1. Yields the product CC12CC(N3CCC(O)CC3)C(O)CC1CCC1C2CCC2(C)C(O)C(N3CCC(O)CC3)CC12. As a reaction SMILES: [O:1]1[CH:2]2[CH:3]1[CH2:4][CH:5]1[CH2:6][CH2:7][CH:8]3[CH:9]4[CH2:10][CH:11]([N:22]5[CH2:23][CH2:24][CH:25]([OH:28])[CH2:26][CH2:27]5)[CH:12]([OH:21])[C:13]4([CH3:14])[CH2:15][CH2:16][CH:17]3[C:18]1([CH3:20])[CH2:19]2.[OH:29][CH:30]1[CH2:31][CH2:32][NH:33][CH2:34][CH2:35]1>>[OH:1][CH:3]1[CH:2]([N:33]2[CH2:32][CH2:31][CH:30]([OH:29])[CH2:35][CH2:34]2)[CH2:19][C:18]2([CH3:20])[CH:5]([CH2:4]1)[CH2:6][CH2:7][CH:8]1[CH:9]3[CH2:10][CH:11]([N:22]4[CH2:23][CH2:24][CH:25]([OH:28])[CH2:26][CH2:27]4)[CH:12]([OH:21])[C:13]3([CH3:14])[CH2:15][CH2:16][CH:17]12. Reactants: Cl.ClC1=NC=NC2=CC=C(C=C12)[N+](=O)[O-] (4-chloro-6-nitroquinazoline hydrochloride), O(C1=CC=CC=C1)C1=CC=C(N)C=C1 (4-phenoxyaniline), CN(C1=CC=CC=C1)C (N,N-dimethylaniline). Solvent: C(C)(C)O (isopropanol). Conditions: temperature 25 celsius. Product: Cl.NC=1C=C2C(=NC=NC2=CC1)NC1=CC=C(C=C1)OC1=CC=CC=C1 (6-amino-4-(4-phenoxyanilino)quinazoline hydrochloride). The yield is 93.3%. As a reaction SMILES: Cl.[Cl:2][C:3]1[C:12]2[C:7](=[CH:8][CH:9]=[C:10]([N+:13]([O-])=O)[CH:11]=2)[N:6]=[CH:5][N:4]=1.[O:16]([C:23]1[CH:29]=[CH:28][C:26]([NH2:27])=[CH:25][CH:24]=1)[C:17]1[CH:22]=[CH:21][CH:20]=[CH:19][CH:18]=1.CN(C)C1C=CC=CC=1>C(O)(C)C>[ClH:2].[NH2:13][C:10]1[CH:11]=[C:12]2[C:7](=[CH:8][CH:9]=1)[N:6]=[CH:5][N:4]=[C:3]2[NH:27][C:26]1[CH:25]=[CH:24][C:23]([O:16][C:17]2[CH:22]=[CH:21][CH:20]=[CH:19][CH:18]=2)=[CH:29][CH:28]=1 |f:0.1,5.6|. Reported procedure: A suspension of crude 4-chloro-6-nitroquinazoline hydrochloride (5 mmol) (Morley J. S. and Simpson J. C. E., J. Chem. Soc., 1948:360) was refluxed under nitrogen with stirring in isopropanol (10 mL) containing 4-phenoxyaniline (926 mg, 5 mmol) and N,N-dimethylaniline (1.215 g, 10 mmol) for 3 hours. The mixture was allowed to cool to 25° C., and the precipitate was collected by Buchner filtration, rinsed with isopropanol (2×10 mL) and dried at 60° C. in a vacuum oven to give 6-amino-4-(4-phenoxya...